Dataset: the Open Reaction Database (ORD), a public repository of structured organic reaction records. Task: describe an organic reaction: reactants, conditions, products, and yield Starting materials: NC(=O)C(Cc1ccccc1)Oc1c(Br)cc(-c2c3ccccc3c(Br)c3sc4ccccc4c23)cc1Br, O=C(OC(=O)C(F)(F)F)C(F)(F)F, C1COCCO1, c1ccncc1. Yields the product N#CC(Cc1ccccc1)Oc1c(Br)cc(-c2c3ccccc3c(Br)c3sc4ccccc4c23)cc1Br. As a reaction SMILES: [Br:14][c:15]1[c:16]([O:17][CH:18]([C:19](=[O:20])[NH2:21])[CH2:22][c:23]2[cH:24][cH:25][cH:26][cH:27][cH:28]2)[c:29]([Br:51])[cH:30][c:31](-[c:33]2[c:34]3[cH:35][cH:36][cH:37][cH:38][c:39]3[c:40]([Br:50])[c:41]3[c:42]2[c:43]2[c:44]([s:45]3)[cH:46][cH:47][cH:48][cH:49]2)[cH:32]1.[F:1][C:2]([F:3])([F:4])[C:5]([O:6][C:7](=[O:8])[C:9]([F:10])([F:11])[F:12])=[O:13].[O:58]1[CH2:59][CH2:60][O:61][CH2:62][CH2:63]1.[cH:52]1[cH:53][cH:54][n:55][cH:56][cH:57]1>>[Br:14][c:15]1[c:16]([O:17][CH:18]([C:19]#[N:21])[CH2:22][c:23]2[cH:24][cH:25][cH:26][cH:27][cH:28]2)[c:29]([Br:51])[cH:30][c:31](-[c:33]2[c:34]3[cH:35][cH:36][cH:37][cH:38][c:39]3[c:40]([Br:50])[c:41]3[c:42]2[c:43]2[c:44]([s:45]3)[cH:46][cH:47][cH:48][cH:49]2)[cH:32]1. Starting materials: C(OC1=CC=CC=C1)(OC1CC(NC(C1)(C)C)(C)C)=O (phenyl 2,2,6,6-tetramethyl-4-piperidinyl carbonate), NN (hydrazine), NN (hydrazine). Run in CO (methanol), CO (methanol). Reaction conditions: time 3 hour. The product is C(NN)(=O)OC1CC(NC(C1)(C)C)(C)C (2,2,6,6-tetramethyl-4-piperidinyl Carbazate). RXN SMILES: [C:1](=O)([O:9][CH:10]1[CH2:15][C:14]([CH3:17])([CH3:16])[NH:13][C:12]([CH3:19])([CH3:18])[CH2:11]1)[O:2]C1C=CC=CC=1.[NH2:21][NH2:22]>CO>[C:1]([O:9][CH:10]1[CH2:15][C:14]([CH3:17])([CH3:16])[NH:13][C:12]([CH3:19])([CH3:18])[CH2:11]1)(=[O:2])[NH:21][NH2:22]. Procedure: Into a 300 ml 3-neck flask were added 16.9 grams (0,061 mole) of phenyl 2,2,6,6-tetramethyl-4-piperidinyl carbonate and 100 ml of methanol. The flask was equipped with a magnetic stirrer, thermometer, reflux condenser and dropping funnel containing 3.4 grams (0.067 mole) of 64% aqueous hydrazine. The hydrazine was added slowly to the stirring methanol solution at room temperature. There was a slight exotherm. The reaction mixture was stirred for 3 hours and then allowed to stand overnight (i.e. ... Starting materials: C(C)(=O)OCC=1C=C2C(=C(C(OC2=CC1COC(C)=O)=O)CC(=O)OCC)C1=CC=CC=C1 (ethyl 2-[6,7-bis(acetoxymethyl)-2-oxo-4-phenyl-2H-chromen-3-yl]acetate), C1CCC2=NCCCN2CC1 (DBU). Run in C(C)(=O)OCC (ethyl acetate), C(C)O (ethanol). Conditions: time 30 minute. Product: OCC=1C=C2C(=C(C(OC2=CC1CO)=O)CC(=O)OCC)C1=CC=CC=C1 (Ethyl 2-[6,7-bis(hydroxymethyl)-2-oxo-4-phenyl-2H-chromen-3-yl]acetate). Isolated yield 85.5%. RXN SMILES: C([O:4][CH2:5][C:6]1[CH:7]=[C:8]2[C:13](=[CH:14][C:15]=1[CH2:16][O:17]C(=O)C)[O:12][C:11](=[O:21])[C:10]([CH2:22][C:23]([O:25][CH2:26][CH3:27])=[O:24])=[C:9]2[C:28]1[CH:33]=[CH:32][CH:31]=[CH:30][CH:29]=1)(=O)C.C1CCN2C(=NCCC2)CC1>C(O)C.C(OCC)(=O)C>[OH:4][CH2:5][C:6]1[CH:7]=[C:8]2[C:13](=[CH:14][C:15]=1[CH2:16][OH:17])[O:12][C:11](=[O:21])[C:10]([CH2:22][C:23]([O:25][CH2:26][CH3:27])=[O:24])=[C:9]2[C:28]1[CH:29]=[CH:30][CH:31]=[CH:32][CH:33]=1. Procedure details: A solution of ethyl 2-[6,7-bis(acetoxymethyl)-2-oxo-4-phenyl-2H-chromen-3-yl]acetate (240 mg) in ethanol (4 ml) was combined with DBU (0.4 ml), and stirred at room temperature for 30 minutes. The reaction solution was diluted with ethyl acetate (30 ml), and then washed with a 1 N solution of hydrochloric acid followed by a saturated aqueous solution of sodium chloride, a saturated aqueous solution of sodium hydrogen carbonate and a saturated aqueous solution of sodium chloride, and after drying ... Starting materials: CON(C(=O)C=1C(=NSC1NC(OC(C)(C)C)=O)C)C (tert-butyl 4-(methoxy(methyl)carbamoyl)-3-methylisothiazol-5-ylcarbamate), ClC1=CC=C(C=C1)[Mg]Br ((4-chlorophenyl)magnesium bromide), Grignard reagent. Solvent: C1CCOC1 (THF). Run at time 15 minute. The product is ClC1=CC=C(C(=O)C=2C(=NSC2NC(OC(C)(C)C)=O)C)C=C1 (tert-butyl 4-(4-chlorobenzoyl)-3-methylisothiazol-5-ylcarbamate). Isolated yield 78.3%. As a reaction SMILES: CON(C)[C:4]([C:6]1[C:7]([CH3:19])=[N:8][S:9][C:10]=1[NH:11][C:12](=[O:18])[O:13][C:14]([CH3:17])([CH3:16])[CH3:15])=[O:5].[Cl:21][C:22]1[CH:27]=[CH:26][C:25]([Mg]Br)=[CH:24][CH:23]=1>C1COCC1>[Cl:21][C:22]1[CH:27]=[CH:26][C:25]([C:4]([C:6]2[C:7]([CH3:19])=[N:8][S:9][C:10]=2[NH:11][C:12](=[O:18])[O:13][C:14]([CH3:15])([CH3:16])[CH3:17])=[O:5])=[CH:24][CH:23]=1. Reported procedure: To a solution of tert-butyl 4-(methoxy(methyl)carbamoyl)-3-methylisothiazol-5-ylcarbamate (1.20 g, 3.98 mmol) in THF (30 mL) at −10° C. was added a solution of (4-chlorophenyl)magnesium bromide (1 M in diethylether) (11.95 mL, 11.95 mmol). After a period of 15 min, additional Grignard reagent was added (11.95 mL). After a period of 30 min, the reaction mixture was quenched with saturated ammonium chloride and EtOAc. The organic phase was separated, dried over Na2SO4, filtered and evaporated unde... Procedure: Thiourea (80 g, 1.05 mol) and dimethyl acetylsuccinate (188 g, 1.0 mol) are added at room temperature to a solution of sodium (46 g, 2.0 mol) in methanol (800 ml). The reaction mixture is refluxed for 14 hours. The crystalline precipitate is filtered and added with stirring to a concentrated aqueous solution of hydrochloric acid (250 ml). The resulting colorless crystalline precipitate is filtered, washed with methanol and dried at high vacuum to give 4-hydroxy-2-mercapto-6-methyl-5-pyrimidinyl ... Product: OC1=NC(=NC(=C1CC(=O)O)C)S (4-hydroxy-2-mercapto-6-methyl-5-pyrimidinyl acetic acid). The reactants are NC(=S)N (Thiourea), C(C)(=O)C(C(=O)OC)CC(=O)OC (dimethyl acetylsuccinate), [Na] (sodium). As a reaction SMILES: [NH2:1][C:2]([NH2:4])=[S:3].[C:5]([CH:8]([CH2:13][C:14]([O:16]C)=[O:15])[C:9](OC)=[O:10])(=O)[CH3:6].[Na]>CO>[OH:10][C:9]1[C:8]([CH2:13][C:14]([OH:16])=[O:15])=[C:5]([CH3:6])[N:4]=[C:2]([SH:3])[N:1]=1 |^1:17|. Solvent: CO (methanol). Isolated yield 94.9%. Reactants: CCCC[N+](CCCC)(CCCC)CCCC, Cc1ccccc1, CN(C)C(=O)CCl, [Na+], [OH-], O, O=C(OCc1ccccc1)N1CCC(O)CC1, O=S(=O)([O-])O. The product is CN(C)C(=O)COC1CCN(C(=O)OCc2ccccc2)CC1. Reaction SMILES: [CH2:39]([N+:40]([CH2:41][CH2:42][CH2:43][CH3:44])([CH2:45][CH2:46][CH2:47][CH3:48])[CH2:49][CH2:50][CH2:51][CH3:52])[CH2:53][CH2:54][CH3:55].[CH3:25][c:26]1[cH:27][cH:28][cH:29][cH:30][cH:31]1.[Cl:18][CH2:19][C:20](=[O:21])[N:22]([CH3:23])[CH3:24].[Na+:33].[OH-:32].[OH2:56].[OH:1][CH:2]1[CH2:3][CH2:4][N:5]([C:8](=[O:9])[O:10][CH2:11][c:12]2[cH:13][cH:14][cH:15][cH:16][cH:17]2)[CH2:6][CH2:7]1.[S:34]([O-:35])([OH:36])(=[O:37])=[O:38]>>[O:1]([CH:2]1[CH2:3][CH2:4][N:5]([C:8](=[O:9])[O:10][CH2:11][c:12]2[cH:13][cH:14][cH:15][cH:16][cH:17]2)[CH2:6][CH2:7]1)[CH2:19][C:20](=[O:21])[N:22]([CH3:23])[CH3:24].